The task is: describe an organic reaction: reactants, conditions, products, and yield. This data is from the Open Reaction Database (ORD), a public repository of structured organic reaction records. Reactants: O=C(O)C1CC1(F)F, CC1(c2cc(N)ccc2F)N=C(N)OCC1(F)F. Product: CC1(c2cc(NC(=O)C3CC3(F)F)ccc2F)N=C(N)OCC1(F)F. RXN SMILES: [F:19][C:20]1([F:26])[CH:21]([C:23](=[O:24])[OH:25])[CH2:22]1.[NH2:1][c:2]1[cH:3][cH:4][c:5]([F:18])[c:6]([C:8]2([CH3:17])[N:9]=[C:10]([NH2:16])[O:11][CH2:12][C:13]2([F:14])[F:15])[cH:7]1>>[NH:1]([c:2]1[cH:3][cH:4][c:5]([F:18])[c:6]([C:8]2([CH3:17])[N:9]=[C:10]([NH2:16])[O:11][CH2:12][C:13]2([F:14])[F:15])[cH:7]1)[C:23]([CH:21]1[C:20]([F:19])([F:26])[CH2:22]1)=[O:24]. The reactants are CC(C)(C)OC(=O)Nc1ccc(C(F)(F)F)cc1C(=O)NCC(=O)NC1CCN(Cc2cc3c(cc2[N+](=O)[O-])OCO3)C1, CO. Product: CC(C)(C)OC(=O)Nc1ccc(C(F)(F)F)cc1C(=O)NCC(=O)NC1CCN(Cc2cc3c(cc2N)OCO3)C1. Reaction SMILES: [C:1]([CH3:2])([CH3:3])([CH3:4])[O:5][C:6](=[O:7])[NH:8][c:9]1[c:10]([C:11](=[O:12])[NH:13][CH2:14][C:15](=[O:16])[NH:17][CH:18]2[CH2:19][N:20]([CH2:23][c:24]3[c:25]([N+:33]([O-:34])=[O:35])[cH:26][c:27]4[c:28]([cH:29]3)[O:30][CH2:31][O:32]4)[CH2:21][CH2:22]2)[cH:36][c:37]([C:40]([F:41])([F:42])[F:43])[cH:38][cH:39]1.[CH3:44][OH:45]>>[C:1]([CH3:2])([CH3:3])([CH3:4])[O:5][C:6](=[O:7])[NH:8][c:9]1[c:10]([C:11](=[O:12])[NH:13][CH2:14][C:15](=[O:16])[NH:17][CH:18]2[CH2:19][N:20]([CH2:23][c:24]3[c:25]([NH2:33])[cH:26][c:27]4[c:28]([cH:29]3)[O:30][CH2:31][O:32]4)[CH2:21][CH2:22]2)[cH:36][c:37]([C:40]([F:41])([F:42])[F:43])[cH:38][cH:39]1. Reactants: IC=1C(NC(N([C@H]2[C@H](O)[C@H](O)[C@@H](CO)O2)C1)=O)=O (5-iodouridine), C(C)(=O)OC(C)=O (acetic anhydride). The solvent is N1=CC=CC=C1 (pyridine). Run at time 30 minute. Product: C(#C)C=1C(NC(N([C@H]2[C@H](O)[C@H](O)[C@@H](CO)O2)C1)=O)=O (5-ethynyluridine). Reaction SMILES: I[C:2]1[C:3](=[O:18])[NH:4][C:5](=[O:17])[N:6]([CH:16]=1)[C@@H:7]1[O:15][C@H:12]([CH2:13][OH:14])[C@@H:10]([OH:11])[C@H:8]1[OH:9].[C:19](OC(=O)C)(=O)[CH3:20]>N1C=CC=CC=1>[C:19]([C:2]1[C:3](=[O:18])[NH:4][C:5](=[O:17])[N:6]([CH:16]=1)[C@@H:7]1[O:15][C@H:12]([CH2:13][OH:14])[C@@H:10]([OH:11])[C@H:8]1[OH:9])#[CH:20]. Procedure: A dry 250 mL round-bottomed flask was charged with 5-iodouridine (10 g, 27 mmol Aldrich), anhydrous pyridine (30 mL) and acetic anhydride (30 mL). The reaction was stirred at room temperature for 30 minutes under a nitrogen atmosphere and the solvent removed in vacuo. The compound was diluted with toluene (2×50 mL) and the toluene removed in vacuo. The product was purified on a 75 g flash chromatography column which was eluted with 90:10 (v:v) CHCl3:MeOH. The appropriate fractions were combined ... As a reaction SMILES: [B:34]([Br:35])([Br:36])[Br:37].[CH2:28]1[CH2:29][CH:30]=[CH:31][CH2:32][CH2:33]1.[CH3:38][OH:39].[Cl:40][CH2:41][Cl:42].[F:1][c:2]1[cH:3][cH:4][c:5]2[c:14]([cH:15]1)[N:13]([S:16](=[O:17])(=[O:18])[c:19]1[cH:20][cH:21][c:22]([O:25][CH3:26])[cH:23][cH:24]1)[CH:12]([CH3:27])[c:11]1[c:6]-2[cH:7][cH:8][cH:9][cH:10]1>>[F:1][c:2]1[cH:3][cH:4][c:5]2[c:14]([cH:15]1)[N:13]([S:16](=[O:17])(=[O:18])[c:19]1[cH:20][cH:21][c:22]([OH:25])[cH:23][cH:24]1)[CH:12]([CH3:27])[c:11]1[c:6]-2[cH:7][cH:8][cH:9][cH:10]1. The product is CC1c2ccccc2-c2ccc(F)cc2N1S(=O)(=O)c1ccc(O)cc1. Starting materials: BrB(Br)Br, C1=CCCCC1, CO, ClCCl, COc1ccc(S(=O)(=O)N2c3cc(F)ccc3-c3ccccc3C2C)cc1.